This data is from the Open Reaction Database (ORD), a public repository of structured organic reaction records. The task is: describe an organic reaction: reactants, conditions, products, and yield As a reaction SMILES: [K].[CH3:2][C:3]1([CH3:19])[CH:5]([CH:6]=[C:7]([Cl:15])[C:8]2[CH:13]=[CH:12][C:11]([Cl:14])=[CH:10][CH:9]=2)[CH:4]1[C:16]([OH:18])=[O:17].[F:20][C:21]1[C:26]([CH2:27]Br)=[C:25]([F:29])[C:24]([F:30])=[C:23]([F:31])[C:22]=1[F:32]>CN(C)C=O>[CH3:2][C:3]1([CH3:19])[CH:5]([CH:6]=[C:7]([Cl:15])[C:8]2[CH:13]=[CH:12][C:11]([Cl:14])=[CH:10][CH:9]=2)[CH:4]1[C:16]([O:18][CH2:27][C:26]1[C:25]([F:29])=[C:24]([F:30])[C:23]([F:31])=[C:22]([F:32])[C:21]=1[F:20])=[O:17] |^1:0|. Isolated yield 74.4%. The product is CC1(C(C1C=C(C1=CC=C(C=C1)Cl)Cl)C(=O)OCC1=C(C(=C(C(=C1F)F)F)F)F)C (pentafluoro-benzyl 2,2-dimethyl-3-(2-chloro-2-p-chloro-phenyl-vinyl)-cyclopropanecarboxylate). Starting materials: [K] (potassium), CC1(C(C1C=C(C1=CC=C(C=C1)Cl)Cl)C(=O)O)C (2,2-dimethyl-3-(2-chloro-2-p-chlorophenyl-vinyl)-cyclopropanecarboxylic acid), FC1=C(C(=C(C(=C1CBr)F)F)F)F (pentafluorobenzyl bromide). Procedure: 10.7 g (0.033 mol) of the potassium salt of 2,2-dimethyl-3-(2-chloro-2-p-chlorophenyl-vinyl)-cyclopropanecarboxylic acid were dissolved in 100 ml of dimethylformamide and the solution was heated to 120° C., together with 6.8 g (0.026 mol) of pentafluorobenzyl bromide, for 3 hours. After the reaction had ended, the dimethylformamide was distilled off in vacuo and the residue which remained was taken up in 200 ml of methylene chloride. The methylene chloride solution was then extracted by shaking ... Run in CN(C=O)C (dimethylformamide). Starting materials: Ice water, C(C)(C)NCC1=CC=C(C=C1)C(C)(C)C (N-(isopropyl)-4-t-butylbenzylamine), ClCC1=CC=CC2=CC=CC=C12 (1-(chloromethyl)-naphthalene), C([O-])([O-])=O.[Na+].[Na+] (sodium carbonate). Solvent: CN(C=O)C (dimethylformamide). The product is C(C)(C)N(CC1=CC=C(C=C1)C(C)(C)C)CC1=CC=CC2=CC=CC=C12 (N-(isopropyl)-N-(4'-t-butylbenzyl)-1-naphthylmethylamine). Yield: 92.0%. RXN SMILES: [CH:1]([NH:4][CH2:5][C:6]1[CH:11]=[CH:10][C:9]([C:12]([CH3:15])([CH3:14])[CH3:13])=[CH:8][CH:7]=1)([CH3:3])[CH3:2].C(=O)([O-])[O-].[Na+].[Na+].Cl[CH2:23][C:24]1[C:33]2[C:28](=[CH:29][CH:30]=[CH:31][CH:32]=2)[CH:27]=[CH:26][CH:25]=1>CN(C)C=O>[CH:1]([N:4]([CH2:23][C:24]1[C:33]2[C:28](=[CH:29][CH:30]=[CH:31][CH:32]=2)[CH:27]=[CH:26][CH:25]=1)[CH2:5][C:6]1[CH:7]=[CH:8][C:9]([C:12]([CH3:13])([CH3:15])[CH3:14])=[CH:10][CH:11]=1)([CH3:3])[CH3:2] |f:1.2.3|. Procedure: 2.1 g (0.01 mole) of N-(isopropyl)-4-t-butylbenzylamine was dissolved in 50 ml of dry dimethylformamide, and 1.6 g (0.015 mole) of anhydrous sodium carbonate was added. While the mixture was stirred at room temperature, 1.94 g (0.011 mole) of 1-(chloromethyl)-naphthalene was added. The mixture was reacted at 30° to 40° C. for 6 hours. Ice water was added to the reaction mixture, and the mixture was extracted with toluene. The organic layer was washed with water and then toluene was evaporated. T... The reactants are CC(C)(C)c1ccccc1O, COS(=O)(=O)OC, CCO, CC(C)=O, [K+], [K+], O=C([O-])[O-], O. The product is COc1ccccc1C(C)(C)C. As a reaction SMILES: [C:1]([CH3:2])([CH3:3])([CH3:4])[c:5]1[c:6]([OH:11])[cH:7][cH:8][cH:9][cH:10]1.[CH3:18][O:19][S:20]([O:21][CH3:22])(=[O:23])=[O:24].[CH3:25][CH2:26][OH:27].[CH3:28][C:29](=[O:30])[CH3:31].[K+:12].[K+:13].[O-:14][C:15]([O-:16])=[O:17].[OH2:32]>>[C:1]([CH3:2])([CH3:3])([CH3:4])[c:5]1[c:6]([O:11][CH3:15])[cH:7][cH:8][cH:9][cH:10]1. Starting materials: O=C([O-])[O-], CN(C)CC(=O)O, CCOC(C)=O, [Cs+], [Cs+], [I-], OCCc1ccc(I)cc1, C1COCCO1, O, Oc1ccc(Cl)cc1. The product is OCCc1ccc(Oc2ccc(Cl)cc2)cc1. As a reaction SMILES: [C:19](=[O:20])([O-:21])[O-:22].[CH3:25][N:26]([CH2:27][C:28](=[O:29])[OH:30])[CH3:31].[CH3:39][CH2:40][O:41][C:42](=[O:43])[CH3:44].[Cs+:23].[Cs+:24].[I-:32].[I:1][c:2]1[cH:3][cH:4][c:5]([CH2:8][CH2:9][OH:10])[cH:6][cH:7]1.[O:33]1[CH2:34][CH2:35][O:36][CH2:37][CH2:38]1.[OH2:45].[OH:11][c:12]1[cH:13][cH:14][c:15]([Cl:16])[cH:17][cH:18]1>>[c:2]1([O:11][c:12]2[cH:13][cH:14][c:15]([Cl:16])[cH:17][cH:18]2)[cH:3][cH:4][c:5]([CH2:8][CH2:9][OH:10])[cH:6][cH:7]1. The reactants are CO, CCC(=O)N1Cc2cn[nH]c2-c2cc(OCC(=O)OC)ccc21, [Na+], [OH-], O. Yields the product CCC(=O)N1Cc2cn[nH]c2-c2cc(OCC(=O)O)ccc21. RXN SMILES: [CH3:27][OH:28].[CH3:3][O:4][C:5](=[O:6])[CH2:7][O:8][c:9]1[cH:10][c:11]2[c:16]([cH:17][cH:18]1)[N:15]([C:19]([CH2:20][CH3:21])=[O:22])[CH2:14][c:13]1[c:12]-2[nH:25][n:24][cH:23]1.[Na+:2].[OH-:1].[OH2:26]>>[O:4]=[C:5]([OH:6])[CH2:7][O:8][c:9]1[cH:10][c:11]2[c:16]([cH:17][cH:18]1)[N:15]([C:19]([CH2:20][CH3:21])=[O:22])[CH2:14][c:13]1[c:12]-2[nH:25][n:24][cH:23]1.